Dataset: the Open Reaction Database (ORD), a public repository of structured organic reaction records. Task: describe an organic reaction: reactants, conditions, products, and yield Starting materials: COC1=C(C(=O)O)C=CC(=C1)CCCCCCCCC (2-methoxy-4-nonyl benzoic acid), CCO.O (EtOH H2O), B(Br)(Br)Br (BBr3). Run in Cl (HCl). Conditions: temperature -10 celsius. The product is C(CCCCCCCC)C=1C=C(C(C(=O)O)=CC1)O (4-Nonyl salicylic acid). Isolated yield 22.9%. Reaction SMILES: C[O:2][C:3]1[CH:11]=[C:10]([CH2:12][CH2:13][CH2:14][CH2:15][CH2:16][CH2:17][CH2:18][CH2:19][CH3:20])[CH:9]=[CH:8][C:4]=1[C:5]([OH:7])=[O:6].CCO.O.B(Br)(Br)Br>Cl>[CH2:12]([C:10]1[CH:11]=[C:3]([OH:2])[C:4](=[CH:8][CH:9]=1)[C:5]([OH:7])=[O:6])[CH2:13][CH2:14][CH2:15][CH2:16][CH2:17][CH2:18][CH2:19][CH3:20] |f:1.2|. Procedure details: A solution of 2-methoxy-4-nonyl benzoic acid (600 mg; 2.15 mmol) was refluxed overnight in 6 M HCl [50% (w/w) EtOH/H2O; 35 mL). The reaction mixture was extracted with EtOAc (3×) dried (MgSO4), filtered and evaporated to dryness. The crude ester was dissolved in CH2Cl2 (10 mL), cooled to −10° C. and then added 1 M BBr3 (CH2Cl2; 10 mL; 10 mmol). The reaction mixture was allowed to warm to room temperature overnight and then poured onto H2O. Succeeding extraction with EtOAc, drying (MgSO4), filter... The reactants are O=C(O)c1cc(Cl)cnc1COc1ccc(Cl)cc1, Cl, COC(=O)c1ccc(C(C)N)cc1. The product is COC(=O)c1ccc(C(C)NC(=O)c2cc(Cl)cnc2COc2ccc(Cl)cc2)cc1. RXN SMILES: [Cl:1][c:2]1[cH:3][n:4][c:5]([CH2:11][O:12][c:13]2[cH:14][cH:15][c:16]([Cl:19])[cH:17][cH:18]2)[c:6]([C:7](=[O:8])[OH:9])[cH:10]1.[ClH:20].[NH2:21][CH:22]([CH3:23])[c:24]1[cH:25][cH:26][c:27]([C:28](=[O:29])[O:30][CH3:31])[cH:32][cH:33]1>>[Cl:1][c:2]1[cH:3][n:4][c:5]([CH2:11][O:12][c:13]2[cH:14][cH:15][c:16]([Cl:19])[cH:17][cH:18]2)[c:6]([C:7](=[O:9])[NH:21][CH:22]([CH3:23])[c:24]2[cH:25][cH:26][c:27]([C:28](=[O:29])[O:30][CH3:31])[cH:32][cH:33]2)[cH:10]1. Starting materials: NC1=C(NC=C1)C(=O)OCC (3-amino-2-ethoxycarbonyl-pyrrole), FC(OC=1C=CC2=C(NC(=N2)SC2=CC=C(O2)C=O)C1)F (5-(6-difluoromethoxy-1H-benzimidazol-2-ylsulfanyl)-furan-2-carbaldehyde), C1(CC(CCC1)=O)=O (1,3-cyclohexanedione). Solvent: C(C)O (ethanol). Yields the product C(C)OC(=O)C=1NC=C2C1NC=1CCCC(C1C2C=2OC(=CC2)SC2=NC1=C(N2)C=CC(=C1)OC(F)F)=O (9-[5-(5-difluoromethoxy-1H-benzimidazol-2-ylsulfanyl)-furan-2-yl]-8-oxo-4,5,6,7,8,9-hexahydro-2H-pyrrolo[3,4-b]quinoline-3-carboxylic acid ethyl ester). Yield: 23.3%. Reaction SMILES: [NH2:1][C:2]1[CH:6]=[CH:5][NH:4][C:3]=1[C:7]([O:9][CH2:10][CH3:11])=[O:8].[F:12][CH:13]([F:32])[O:14][C:15]1[CH:16]=[CH:17][C:18]2[N:22]=[C:21]([S:23][C:24]3[O:28][C:27]([CH:29]=O)=[CH:26][CH:25]=3)[NH:20][C:19]=2[CH:31]=1.[C:33]1(=O)[CH2:38][CH2:37][CH2:36][C:35](=[O:39])[CH2:34]1>C(O)C>[CH2:10]([O:9][C:7]([C:3]1[NH:4][CH:5]=[C:6]2[CH:29]([C:27]3[O:28][C:24]([S:23][C:21]4[NH:22][C:18]5[CH:17]=[CH:16][C:15]([O:14][CH:13]([F:12])[F:32])=[CH:31][C:19]=5[N:20]=4)=[CH:25][CH:26]=3)[C:34]3[C:35](=[O:39])[CH2:36][CH2:37][CH2:38][C:33]=3[NH:1][C:2]=12)=[O:8])[CH3:11]. Procedure details: A mixture of 3-amino-2-ethoxycarbonyl-pyrrole (0.248 g, 1.61 mmol), 5-(6-difluoromethoxy-1H-benzimidazol-2-ylsulfanyl)-furan-2-carbaldehyde (0.5 g, 1.61 mmol) and 1,3-cyclohexanedione (0.181 g 1.61 mmol) in 5 ml of ethanol is heated at reflux temperature for 2 hours. The reaction mixture is then concentrated under reduced pressure and dissolved in 5 ml of ethyl acetate. The organic phase is washed twice with 2 ml of water, dried over MgSO4 and concentrated under reduced pressure. The residue is ... The reactants are [H-].[Na+] (sodium hydride), CN1C(NC(C=2NC=NC12)=O)=O (3-methylxanthine), C(C1=CC=CC=C1)Cl (benzyl chloride), [H][H] (hydrogen). Solvent: CN(C=O)C (dimethylformamide), O (water). Reaction conditions: temperature 100 celsius, time 1 hour. The product is C(C1=CC=CC=C1)N1C=NC=2N(C(NC(C12)=O)=O)C (7-Benzyl-3-methylxanthine). As a reaction SMILES: [H-].[Na+].[CH3:3][N:4]1[C:12]2[N:11]=[CH:10][NH:9][C:8]=2[C:7](=[O:13])[NH:6][C:5]1=[O:14].[H][H].[CH2:17](Cl)[C:18]1[CH:23]=[CH:22][CH:21]=[CH:20][CH:19]=1>CN(C)C=O.O>[CH2:17]([N:9]1[C:8]2[C:7](=[O:13])[NH:6][C:5](=[O:14])[N:4]([CH3:3])[C:12]=2[N:11]=[CH:10]1)[C:18]1[CH:23]=[CH:22][CH:21]=[CH:20][CH:19]=1 |f:0.1|. Reported procedure: 16.8 g (0.7 mol) of sodium hydride were introduced in portions with stirring into a suspension of 99.6 g (0.6 mol) of 3-methylxanthine in 1.5 l of dimethylformamide. After evolution of hydrogen had ended, the mixture was heated to 100° C., treated dropwise with 76 g (0.6 mol) of benzyl chloride and heated at 120° C. for a further 6 hours. The reaction mixture was cooled and cautiously poured into 3 l of water. The solid was filtered off with suction and washed with water, the filter residue was ...